From a dataset of the Open Reaction Database (ORD), a public repository of structured organic reaction records. describe an organic reaction: reactants, conditions, products, and yield Reactants: N (ammonia), ClC=1NS(C=C(N1)C1=CC=CC=C1)(C1=CC=CC=C1)=O (3-chloro-1,5-diphenyl-1H-1,2,4-thiadiazine-1-oxide), O (water). Solvent: C(C)O (ethanol). Conditions: temperature 100 celsius. Product: NC=1NS(C=C(N1)C1=CC=CC=C1)(C1=CC=CC=C1)=O (3-amino-1,5-diphenyl-1H-1,2,4-thiadiazine-1-oxide). Yield: 93.0%. Reaction SMILES: [NH3:1].Cl[C:3]1[NH:4][SH:5](=[O:21])([C:15]2[CH:20]=[CH:19][CH:18]=[CH:17][CH:16]=2)[CH:6]=[C:7]([C:9]2[CH:14]=[CH:13][CH:12]=[CH:11][CH:10]=2)[N:8]=1.O>C(O)C>[NH2:1][C:3]1[NH:4][SH:5](=[O:21])([C:15]2[CH:20]=[CH:19][CH:18]=[CH:17][CH:16]=2)[CH:6]=[C:7]([C:9]2[CH:14]=[CH:13][CH:12]=[CH:11][CH:10]=2)[N:8]=1. Procedure: To 75 ml of saturated a solution of ammonia in ethanol was added 3 g (0.01 mole) of 3-chloro-1,5-diphenyl-1H-1,2,4-thiadiazine-1-oxide and the mixture was heated in an autoclave at 100° C. for 3 hours. The mixture was cooled, poured into water and the product was filtered off, washed with water and dried to obtain 2.6 g (93%) of 3-amino-1,5-diphenyl-1H-1,2,4-thiadiazine-1-oxide melting at 169°-170° C. Starting materials: CC(CCCCCC)(C)C=1C=C(C=C(O)C1)O (5-(1,1-dimethylheptyl)resorcinol), COC1=CCC(=CC1)C(C)(C)O (1-methoxy-4-(1-hydroxy-1-methylethyl)-1,4-cyclohexadiene), stannic chloride. Run in ClCCl (dichloromethane). Yields the product OC1=CC(=CC=2OC([C@H]3[C@@H](C21)CC(CC3)=O)(C)C)C(CCCCCC)(C)C (cis-1-hydroxy-3-(1,1-dimethylheptyl)-6,6-dimethyl-6,6a,7,8,10,10a-hexahydro-9H-dibenzo[b,d]pyran-9-one). RXN SMILES: [CH3:1][C:2]([C:10]1[CH:11]=[C:12]([OH:17])[CH:13]=[C:14]([CH:16]=1)[OH:15])([CH3:9])[CH2:3][CH2:4][CH2:5][CH2:6][CH2:7][CH3:8].C[O:19][C:20]1[CH2:25][CH:24]=[C:23]([C:26](O)([CH3:28])[CH3:27])[CH2:22][CH:21]=1>ClCCl>[OH:17][C:12]1[C:13]2[C@H:22]3[CH2:21][C:20](=[O:19])[CH2:25][CH2:24][C@H:23]3[C:26]([CH3:28])([CH3:27])[O:15][C:14]=2[CH:16]=[C:10]([C:2]([CH3:1])([CH3:9])[CH2:3][CH2:4][CH2:5][CH2:6][CH2:7][CH3:8])[CH:11]=1. Procedure details: The process according to claim 1, said process comprising reacting 5-(1,1-dimethylheptyl)resorcinol with 1-methoxy-4-(1-hydroxy-1-methylethyl)-1,4-cyclohexadiene in the presence of stannic chloride in dichloromethane at a temperature ranging from about -10° C. to about 40° C. to provide dl-cis-1-hydroxy-3-(1,1-dimethylheptyl)-6,6-dimethyl-6,6a,7,8,10,10a-hexahydro-9H-dibenzo[b,d]pyran-9-one.